Dataset: the Open Reaction Database (ORD), a public repository of structured organic reaction records. Task: describe an organic reaction: reactants, conditions, products, and yield The reactants are [OH-].[Na+] (sodium hydroxide), CON=C(C(=O)OCC)C=1N=C(SC1)C (ethyl 2-methoxyimino-2-(2-methyl-1,3-thiazol-4-yl)acetate), Cl (hydrochloric acid). Solvent: C(C)O (ethanol). Run at temperature 40 celsius, time 2 hour. The product is CON=C(C(=O)O)C=1N=C(SC1)C (2-methoxyimino-2-(2-methyl-1,3-thiazol-4-yl)acetic acid). Isolated yield 53.2%. Reaction SMILES: [OH-].[Na+].[CH3:3][O:4][N:5]=[C:6]([C:12]1[N:13]=[C:14]([CH3:17])[S:15][CH:16]=1)[C:7]([O:9]CC)=[O:8].Cl>C(O)C>[CH3:3][O:4][N:5]=[C:6]([C:12]1[N:13]=[C:14]([CH3:17])[S:15][CH:16]=1)[C:7]([OH:9])=[O:8] |f:0.1|. Procedure details: 1 N-Aqueous solution of sodium hydroxide (1.5 ml.) was added to a solution of ethyl 2-methoxyimino-2-(2-methyl-1,3-thiazol-4-yl)acetate (syn isomer) (0.3 g.) in ethanol (5 ml.) and the resulting mixture was stirred for 2 hours at 40° C. The reaction mixture was adjusted to pH 7.0 with 10% hydrochloric acid, concentrated under reduced pressure, adjusted to pH 1.5 with 10% hydrochloric acid and extracted with ethyl acetate. The extract was washed with water and a saturated sodium chloride aqueous ... Starting materials: COc1cccc(O)c1, CC(C)C(=O)Nc1cccc(C2CCN(CC(O)c3ccccc3)CC2)c1. Product: COc1cccc(OC(CN2CCC(c3cccc(NC(=O)C(C)C)c3)CC2)c2ccccc2)c1. Reaction SMILES: [CH3:1][O:2][c:3]1[cH:4][cH:5][cH:6][c:7]([OH:8])[cH:9]1.[OH:10][CH:11]([CH2:12][N:13]1[CH2:14][CH2:15][CH:16]([c:19]2[cH:20][c:21]([NH:25][C:26]([CH:27]([CH3:28])[CH3:29])=[O:30])[cH:22][cH:23][cH:24]2)[CH2:17][CH2:18]1)[c:31]1[cH:32][cH:33][cH:34][cH:35][cH:36]1>>[CH3:1][O:2][c:3]1[cH:4][cH:5][cH:6][c:7]([O:8][CH:11]([CH2:12][N:13]2[CH2:14][CH2:15][CH:16]([c:19]3[cH:20][c:21]([NH:25][C:26]([CH:27]([CH3:28])[CH3:29])=[O:30])[cH:22][cH:23][cH:24]3)[CH2:17][CH2:18]2)[c:31]2[cH:32][cH:33][cH:34][cH:35][cH:36]2)[cH:9]1. Starting materials: CCOC(=O)c1cc(-c2cc(F)cc(Cl)c2)c(-c2cccc(C#N)c2)o1, Cl, [Li+], C1CCOC1, [OH-], O. Product: N#Cc1cccc(-c2oc(C(=O)O)cc2-c2cc(F)cc(Cl)c2)c1. RXN SMILES: [Cl:1][c:2]1[cH:3][c:4](-[c:9]2[cH:10][c:11]([C:22](=[O:23])[O:24][CH2:25][CH3:26])[o:12][c:13]2-[c:14]2[cH:15][c:16]([C:20]#[N:21])[cH:17][cH:18][cH:19]2)[cH:5][c:6]([F:8])[cH:7]1.[ClH:30].[Li+:27].[O:31]1[CH2:32][CH2:33][CH2:34][CH2:35]1.[OH-:28].[OH2:29]>>[Cl:1][c:2]1[cH:3][c:4](-[c:9]2[cH:10][c:11]([C:22](=[O:23])[OH:24])[o:12][c:13]2-[c:14]2[cH:15][c:16]([C:20]#[N:21])[cH:17][cH:18][cH:19]2)[cH:5][c:6]([F:8])[cH:7]1. Starting materials: O (water), C(C)OCC (diethyl ether), C(C(=C)C)(=O)OCCC[Si](Cl)(C)C (3-methacryloxypropyl dimethylchlorosilane). The solvent is C1CCOC1 (THF). Run at temperature 0 celsius, time 1 hour. Product: C(C(=C)C)(=O)OCCC[Si](O)(C)C (3-methacryloxypropyl dimethylhydroxysilane). Yield: 99.0%. RXN SMILES: O.C([O:4]CC)C.[C:7]([O:12][CH2:13][CH2:14][CH2:15][Si:16]([CH3:19])([CH3:18])Cl)(=[O:11])[C:8]([CH3:10])=[CH2:9]>C1COCC1>[C:7]([O:12][CH2:13][CH2:14][CH2:15][Si:16]([CH3:19])([CH3:18])[OH:4])(=[O:11])[C:8]([CH3:10])=[CH2:9]. Procedure: Deionized water (100 mL) and diethyl ether (200 mL) were added to a single-neck 500 mL round-bottom flask fitted with a magnetic stirrer. The flask was cooled in an ice bath to 0° C. The flask was fitted with a dropping funnel and a mixture of (10 g, 0.045 mol) of 3-methacryloxypropyl dimethylchlorosilane and 50 mL of anhydrous THF was added to the flask. The reaction was stirred for one hour at 0° C. The organic layer was separated and dried over anhydrous sodium sulfate and filtered. The solve... The reactants are C=1C=CC2=C(C1)N=NN2O (HOBT), CC(C)(C)OC(=O)N1CC(=O)C[C@H]1C(=O)O (N-tert-Boc-4-oxo-L-proline), Cl.F[C@@H]1CNCC1 ((S)-3-fluoropyrrolidine hydrochloride), TEA, C(CCl)Cl (EDC). Run in C(Cl)Cl (methylene chloride). Run at time 8 hour. The product is C(C)(C)(C)OC(=O)N1[C@@H](CC(C1)=O)C(=O)N1C[C@H](CC1)F ((S)-2-((S)-3-Fluoro-pyrrolidine-1-carbonyl)-4-oxo-pyrrolidine-1-carboxylic acid tert-butyl ester). Isolated yield 72.6%. As a reaction SMILES: [CH3:1][C:2]([O:5][C:6]([N:8]1[C@H:13]([C:14]([OH:16])=O)[CH2:12][C:10](=[O:11])[CH2:9]1)=[O:7])([CH3:4])[CH3:3].Cl.[F:18][C@H:19]1[CH2:23][CH2:22][NH:21][CH2:20]1.C1C=CC2N(O)N=NC=2C=1.C(Cl)CCl>C(Cl)Cl>[C:2]([O:5][C:6]([N:8]1[CH2:9][C:10](=[O:11])[CH2:12][C@H:13]1[C:14]([N:21]1[CH2:22][CH2:23][C@H:19]([F:18])[CH2:20]1)=[O:16])=[O:7])([CH3:1])([CH3:3])[CH3:4] |f:1.2|. Reported procedure: N-tert-Boc-4-oxo-L-proline (2.29 g, 10 mmol), (S)-3-fluoropyrrolidine hydrochloride (1.38 g, 11 mmol) and TEA (2.09 mL, 15 mmol) were mixed in anhydrous methylene chloride (30 mL) under nitrogen. HOBT (2.03 g, 15 mmol) was added and the mixture cooled to 0° C. in an ice bath before addition of EDC (2.10, 11 mmol). The reaction mixture was allowed to warm to RT and stirred overnight. The mixture was washed with saturated sodium bicarbonate and brine and dried over magnesium sulfate. The crude mat... The reactants are CCOC(=O)N1CCN(C(=O)C(CCC(=O)OC(C)(C)C)NC(=O)c2cc(Cl)nc(-c3ccccc3)n2)CC1, Cc1ccccc1B(O)O. Product: CCOC(=O)N1CCN(C(=O)C(CCC(=O)OC(C)(C)C)NC(=O)c2cc(-c3ccccc3C)nc(-c3ccccc3)n2)CC1. Reaction SMILES: [CH2:1]([CH3:2])[O:3][C:4](=[O:5])[N:6]1[CH2:7][CH2:8][N:9]([C:12]([CH:13]([CH2:14][CH2:15][C:16](=[O:17])[O:18][C:19]([CH3:20])([CH3:21])[CH3:22])[NH:23][C:24](=[O:25])[c:26]2[n:27][c:28](-[c:33]3[cH:34][cH:35][cH:36][cH:37][cH:38]3)[n:29][c:30]([Cl:32])[cH:31]2)=[O:39])[CH2:10][CH2:11]1.[c:40]1([CH3:49])[c:41]([B:46]([OH:47])[OH:48])[cH:42][cH:43][cH:44][cH:45]1>>[CH2:1]([CH3:2])[O:3][C:4](=[O:5])[N:6]1[CH2:7][CH2:8][N:9]([C:12]([CH:13]([CH2:14][CH2:15][C:16](=[O:17])[O:18][C:19]([CH3:20])([CH3:21])[CH3:22])[NH:23][C:24](=[O:25])[c:26]2[n:27][c:28](-[c:33]3[cH:34][cH:35][cH:36][cH:37][cH:38]3)[n:29][c:30](-[c:41]3[c:40]([CH3:49])[cH:45][cH:44][cH:43][cH:42]3)[cH:31]2)=[O:39])[CH2:10][CH2:11]1. The reactants are ClC1=CC=C(C(=O)NC(C(C(C)(C)C)=O)O)C=C1 (1-(p-chlorobenzamido)-3,3-dimethyl-1-hydroxy-butan-2-one), P(Cl)(Cl)(Cl)(Cl)Cl (phosphorus pentachloride). Solvent: C(Cl)(Cl)(Cl)Cl (carbon tetrachloride). Yields the product ClC(C(C(C)(C)C)=O)NC(C1=CC=C(C=C1)Cl)=O (1-chloro-1-(p-chlorobenzamido)-3,3-dimethyl-butan-2-one). RXN SMILES: [Cl:1][C:2]1[CH:18]=[CH:17][C:5]([C:6]([NH:8][CH:9](O)[C:10](=[O:15])[C:11]([CH3:14])([CH3:13])[CH3:12])=[O:7])=[CH:4][CH:3]=1.P(Cl)(Cl)(Cl)(Cl)[Cl:20]>C(Cl)(Cl)(Cl)Cl>[Cl:20][CH:9]([NH:8][C:6](=[O:7])[C:5]1[CH:17]=[CH:18][C:2]([Cl:1])=[CH:3][CH:4]=1)[C:10](=[O:15])[C:11]([CH3:14])([CH3:13])[CH3:12]. Procedure details: 12.1 g (0.05 mol) of 1-(p-chlorobenzamido)-3,3-dimethyl-1-hydroxy-butan-2-one were dissolved in 80 ml. of carbon tetrachloride. 10.4 g (0.05 mol) of phosphorus pentachloride were added at 50° C. and the mixture was then heated for 2 hours under reflux. It was then filtered hot and the filtrate was concentrated in a waterpump vacuum. The crude 1-chloro-1-(p-chlorobenzamido)-3,3-dimethyl-butan-2-one thus obtained could be directly reacted further. The melting point was 132°-135° C. ##STR45## The reactants are O (Water), ClC=1C=C(C=CC1)C1=C(N=CC(=N1)CC=1C=NC(=NC1)C#N)OC (5-{[6-(3-chlorophenyl)-5-methoxypyrazin-2-yl]methyl}pyrimidine-2-carbonitrile), CO (MeOH), OO (hydrogen peroxide), [OH-].[Na+] (NaOH). Reaction conditions: temperature 50 celsius. Yields the product ClC=1C=C(C=CC1)C=1C=C(C=NC1OC)CC=1C=NC(=NC1)C(=O)O (5-{[5-(3-Chlorophenyl)-6-methoxypyridin-3-yl]methyl}pyrimidine-2-carboxylic acid). Yield: 74.0%. Reaction SMILES: [Cl:1][C:2]1[CH:3]=[C:4]([C:8]2N=[C:12]([CH2:14][C:15]3[CH:16]=[N:17][C:18]([C:21]#N)=[N:19][CH:20]=3)[CH:11]=[N:10][C:9]=2[O:23][CH3:24])[CH:5]=[CH:6][CH:7]=1.[OH-:25].[Na+].OO.[OH2:29].[CH3:30]O>>[Cl:1][C:2]1[CH:3]=[C:4]([C:8]2[CH:30]=[C:12]([CH2:14][C:15]3[CH:20]=[N:19][C:18]([C:21]([OH:29])=[O:25])=[N:17][CH:16]=3)[CH:11]=[N:10][C:9]=2[O:23][CH3:24])[CH:5]=[CH:6][CH:7]=1 |f:1.2|. Procedure: A solution of 5-{[6-(3-chlorophenyl)-5-methoxypyrazin-2-yl]methyl}pyrimidine-2-carbonitrile (Example 22, 30 mg, 0.0845 mmol) in MeOH (1.54 mL) was heated to 50° C. until the starting material dissolved. 1 N aq. NaOH (0.23 mL, 0.23 mmol) was added followed by hydrogen peroxide (0.23 mL, 1.00 mol/L, 0.23 mmol) and the solution was heated at 50° C. for an additional 2 h. Water (5 mL) was added and the reaction was filtered and washed with water (3×5 mL). A mixture of products were observed; 5-{[5-(... The reactants are CC=1C=C(C=CC1)O (3-Methylphenol), FC(S(=O)(=O)O)(F)F (trifluoromethanesulfonic acid), C(CC)(=O)Cl (propanoyl chloride). Solvent: ice water. Run at temperature -10 celsius, time 3 hour. The product is OC1=CC(=C(C=C1)C(CC)=O)C (1-(4-hydroxy-2-methylphenyl)propan-1-one). Reaction SMILES: [CH3:1][C:2]1[CH:3]=[C:4]([OH:8])[CH:5]=[CH:6][CH:7]=1.FC(F)(F)S(O)(=O)=O.[C:17](Cl)(=[O:20])[CH2:18][CH3:19]>>[OH:8][C:4]1[CH:5]=[CH:6][C:7]([C:17](=[O:20])[CH2:18][CH3:19])=[C:2]([CH3:1])[CH:3]=1. Procedure: 3-Methylphenol (9.0 g, 83 mmol) was combined with trifluoromethanesulfonic acid (90 mL), cooled to −10° C., and treated in a drop-wise manner with propanoyl chloride (7.7 g, 83 mmol). The reaction mixture was stirred at −10° C. for 3 hours and then at room temperature for 18 hours, whereupon it was poured into ice water (600 mL). The resulting solid was collected via filtration and purified by silica gel chromatography (Gradient: 5% to 70% ethyl acetate in petroleum ether) to afford the product ...